This data is from the Open Reaction Database (ORD), a public repository of structured organic reaction records. The task is: describe an organic reaction: reactants, conditions, products, and yield The reactants are C(CCCCCCCCCCCCCCC)O (cetyl alcohol), cis-9-Myristoleate, 3. Procedure: cis-9-Myristoleate, 3 (4.2 g, 0.0175 mol) was enzymatically transesterified with cetyl alcohol (5.08 g, 0.021 mol) in the presence of Novozyme 435 (0.930 g, 10 wt % of the total substrate) at 68° C. for 8 hr. The reaction was monitored by TLC and after completion of the reaction, hexane (50 ml) was added and the lipase was separated by filtration and the solvent was evaporated to get the crude product and was purified by column chromatography to obtain hexadecyl cis-9-tetradecenoate, 4 (7.48 g, ... RXN SMILES: [CH2:1]([OH:17])[CH2:2][CH2:3][CH2:4][CH2:5][CH2:6][CH2:7][CH2:8][CH2:9][CH2:10][CH2:11][CH2:12][CH2:13][CH2:14][CH2:15][CH3:16]>CCCCCC>[C:1]([O:17][CH2:1][CH2:2][CH2:3][CH2:4][CH2:5][CH2:6][CH2:7][CH2:8][CH2:9][CH2:10][CH2:11][CH2:12][CH2:13][CH2:14][CH2:15][CH3:16])(=[O:17])[CH2:2][CH2:3][CH2:4][CH2:5][CH2:6][CH2:7][CH2:8]/[CH:9]=[CH:10]\[CH2:11][CH2:12][CH2:13][CH3:14]. The yield is 158.1%. The product is C(CCCCCCC\C=C/CCCC)(=O)OCCCCCCCCCCCCCCCC (hexadecyl cis-9-tetradecenoate), 4. The solvent is CCCCCC (hexane).